Dataset: the Open Reaction Database (ORD), a public repository of structured organic reaction records. Task: describe an organic reaction: reactants, conditions, products, and yield Reactants: C(CCCCCCCCCCCCCCC)SCC(CO)COC (3-Hexadecylthio-2-methoxymethylpropanol), ClCCCS(=O)(=O)NCC(CSCCCCCCCCCCCCCCCC)OC (3-(3-chloropropylsulfonylamino)-1-hexadecylthio-2-methoxypropane), C1(C=2C(C(N1)=O)=CC=CC2)=O (phthalimide). The product is C(CCCCCCCCCCCCCCC)SCC(CN)COC (3-hexadecylthio-2-methoxymethylpropylamine). As a reaction SMILES: [CH2:1]([S:17][CH2:18][CH:19]([CH2:22][O:23][CH3:24])[CH2:20]O)[CH2:2][CH2:3][CH2:4][CH2:5][CH2:6][CH2:7][CH2:8][CH2:9][CH2:10][CH2:11][CH2:12][CH2:13][CH2:14][CH2:15][CH3:16].ClCCCS([NH:32]CC(OC)CSCCCCCCCCCCCCCCCC)(=O)=O.C1(=O)NC(=O)C2=CC=CC=C12>>[CH2:1]([S:17][CH2:18][CH:19]([CH2:22][O:23][CH3:24])[CH2:20][NH2:32])[CH2:2][CH2:3][CH2:4][CH2:5][CH2:6][CH2:7][CH2:8][CH2:9][CH2:10][CH2:11][CH2:12][CH2:13][CH2:14][CH2:15][CH3:16]. Reported procedure: 3-Hexadecylthio-2-methoxymethylpropanol IVk3 is allowed to react and worked up by the same procedure as described in (4). The phthalimide compound m.p. 45° C. The summary of the experimental condition and the physical data of the product are listed in Tables 5 and 6. Reactants: CCc1ccc(-c2ccc3c(c2)C=C(C(=O)OC)CCS3(=O)=O)cc1, COCCOC, Cl. Product: CCc1ccc(-c2ccc3c(c2)C=C(C(=O)O)CCS3(=O)=O)cc1. Reaction SMILES: [CH2:1]([CH3:2])[c:3]1[cH:4][cH:5][c:6](-[c:9]2[cH:10][cH:11][c:12]3[c:13]([cH:25]2)[CH:14]=[C:15]([C:21](=[O:22])[O:23][CH3:24])[CH2:16][CH2:17][S:18]3(=[O:19])=[O:20])[cH:7][cH:8]1.[CH3:27][O:28][CH2:29][CH2:30][O:31][CH3:32].[ClH:26]>>[CH2:1]([CH3:2])[c:3]1[cH:4][cH:5][c:6](-[c:9]2[cH:10][cH:11][c:12]3[c:13]([cH:25]2)[CH:14]=[C:15]([C:21](=[O:22])[OH:23])[CH2:16][CH2:17][S:18]3(=[O:19])=[O:20])[cH:7][cH:8]1. The reactants are cyclic ketone, lactam, Nylon 6, C1(CCCCCCCCCCC1)=NO (cyclododecanone oxime), C1(CCCCCN1)=O (ε-caprolactam), oxime, amide, oxime, C1(CCCCC1)=NO (cyclohexanone oxime). The product is C1(CCCCCCCCCCCN1)=O (laurolactam). Reaction SMILES: [C:1]1(=[N:7]O)[CH2:6][CH2:5][CH2:4][CH2:3][CH2:2]1.[C:9]1(=[O:16])N[CH2:14][CH2:13][CH2:12][CH2:11][CH2:10]1.C1(=NO)CCCCCCCCCCC1>>[C:9]1(=[O:16])[NH:7][CH2:1][CH2:6][CH2:5][CH2:4][CH2:3][CH2:2][CH2:14][CH2:13][CH2:12][CH2:11][CH2:10]1. Procedure details: An oxime can be converted into an amide compound by Beckmann rearrangement reaction, particularly an oxime derived from a cyclic ketone can be converted into a lactam. For example, cyclohexanone oxime gives ε-caprolactam which is a starting material for Nylon 6 and cyclododecanone oxime gives laurolactam which is a starting material for Nylon 12. The reactants are COc1cc(OCCN2CCCC2)ccc1[N+](=O)[O-], CCOC(C)=O, [H][H]. Product: COc1cc(OCCN2CCCC2)ccc1N. Reaction SMILES: [CH3:1][O:2][c:3]1[cH:4][c:5]([O:6][CH2:7][CH2:8][N:9]2[CH2:10][CH2:11][CH2:12][CH2:13]2)[cH:14][cH:15][c:16]1[N+:17]([O-:18])=[O:19].[CH3:22][CH2:23][O:24][C:25](=[O:26])[CH3:27].[H:20][H:21]>>[CH3:1][O:2][c:3]1[cH:4][c:5]([O:6][CH2:7][CH2:8][N:9]2[CH2:10][CH2:11][CH2:12][CH2:13]2)[cH:14][cH:15][c:16]1[NH2:17]. The reactants are ClC1=C(C=C2C(C(=CN(C2=C1)C1=C(C=C(C=C1)F)F)C(=O)O)=O)F (7-chloro-1-(2,4-difluorophenyl)-6-fluoro-1,4-dihydro-4-oxo-quinoline-3-carboxylic acid), N1CCNCC1 (piperazine). The product is FC1=C(C=CC(=C1)F)N1C=C(C(C2=CC(=C(C=C12)N1CCNCC1)F)=O)C(=O)O (1-(2,4-difluorophenyl)-6-fluoro-1,4-dihydro-4-oxo-7-(piperazinyl)quinoline-3-carboxylic acid), hydrochloride salt. RXN SMILES: Cl[C:2]1[CH:11]=[C:10]2[C:5]([C:6](=[O:23])[C:7]([C:20]([OH:22])=[O:21])=[CH:8][N:9]2[C:12]2[CH:17]=[CH:16][C:15]([F:18])=[CH:14][C:13]=2[F:19])=[CH:4][C:3]=1[F:24].[NH:25]1[CH2:30][CH2:29][NH:28][CH2:27][CH2:26]1>>[F:19][C:13]1[CH:14]=[C:15]([F:18])[CH:16]=[CH:17][C:12]=1[N:9]1[C:10]2[C:5](=[CH:4][C:3]([F:24])=[C:2]([N:25]3[CH2:30][CH2:29][NH:28][CH2:27][CH2:26]3)[CH:11]=2)[C:6](=[O:23])[C:7]([C:20]([OH:22])=[O:21])=[CH:8]1. Procedure details: In the described fashion as Example 1(e), the above acid (7) (R6 =H, R=2,4-difluorophenyl), after reacting with piperazine, can give the described 1-(2,4-difluorophenyl)-6-fluoro-1,4-dihydro-4-oxo-7-(piperazinyl)quinoline-3-carboxylic acid (9) ##STR19## R=2,4-difluorophenyl) and its hydrochloride salt. Starting materials: C1(=CC=CC=C1)C#CC1=CC(=CC(=N1)N)C1=CC=NC=C1 (6-(2-phenylethynyl)-4-(pyridin-4-yl)pyridin-2-amine), BrN1C(CCC1=O)=O (N-bromosuccinimide). Solvent: C(C)#N (ACN). Conditions: time 20 hour. Product: BrC=1C(=CC(=NC1C#CC1=CC=CC=C1)N)C1=CC=NC=C1 (5-bromo-6-(2-phenylethynyl)-4-(pyridin-4-yl)pyridin-2-amine). RXN SMILES: [C:1]1([C:7]#[C:8][C:9]2[N:14]=[C:13]([NH2:15])[CH:12]=[C:11]([C:16]3[CH:21]=[CH:20][N:19]=[CH:18][CH:17]=3)[CH:10]=2)[CH:6]=[CH:5][CH:4]=[CH:3][CH:2]=1.[Br:22]N1C(=O)CCC1=O>C(#N)C>[Br:22][C:10]1[C:11]([C:16]2[CH:17]=[CH:18][N:19]=[CH:20][CH:21]=2)=[CH:12][C:13]([NH2:15])=[N:14][C:9]=1[C:8]#[C:7][C:1]1[CH:2]=[CH:3][CH:4]=[CH:5][CH:6]=1. Reported procedure: A mixture of 6-(2-phenylethynyl)-4-(pyridin-4-yl)pyridin-2-amine G1 (93 mg, 0.34 mmol), N-bromosuccinimide (61 mg, 0.34 mmol) and ACN (11 ml) is stirred in the dark at RT for 20 h. The mixture is concentrated in vacuo and the product purified by NP chromatography. Yield: 90 mg (75%). HPLC-MS: M+H=350/352; tR=1.18 min (METHOD—5). Reactants: FC1=C(N)C=CC=C1 (2-fluoroaniline), C1(CC1)(C(=O)O)C(=O)O (1,1-Cyclopropanedicarboxylic acid), S(=O)(Cl)Cl (thionyl chloride), aqueous solution, [OH-].[Na+] (sodium hydroxide). Run in O1CCCC1 (tetrahydrofuran), C(C)N(CC)CC (triethylamine), O1CCCC1 (tetrahydrofuran), O1CCCC1 (tetrahydrofuran). Product: FC1=C(C=CC=C1)NC(=O)C1(CC1)C(=O)O (1-(2-Fluorophenylcarbamoyl)cyclopropanecarboxylic acid). Isolated yield 54.0%. As a reaction SMILES: [C:1]1([C:7]([OH:9])=[O:8])([C:4](O)=[O:5])[CH2:3][CH2:2]1.S(Cl)(Cl)=O.[F:14][C:15]1[CH:21]=[CH:20][CH:19]=[CH:18][C:16]=1[NH2:17].[OH-].[Na+]>O1CCCC1.C(N(CC)CC)C>[F:14][C:15]1[CH:21]=[CH:20][CH:19]=[CH:18][C:16]=1[NH:17][C:4]([C:1]1([C:7]([OH:9])=[O:8])[CH2:3][CH2:2]1)=[O:5] |f:3.4|. Procedure: 1,1-Cyclopropanedicarboxylic acid (2.5 g) was dissolved in tetrahydrofuran (25 ml) under a nitrogen atmosphere, triethylamine (2.68 ml) was added dropwise thereto while stirring in an ice water bath. After stirring at the same temperature for 30 min, thionyl chloride (1.4 ml) was added dropwise while stirring in an ice water bath. After stirring at the same temperature for 30 min, a solution of 2-fluoroaniline (2.04 ml) in tetrahydrofuran (15 ml) was added while stirring in an ice water bath, an...